This data is from the Open Reaction Database (ORD), a public repository of structured organic reaction records. The task is: describe an organic reaction: reactants, conditions, products, and yield Reactants: CC(=O)SCC(Cc1ccccc1)NC(=O)N1CCN(c2ccc(Cl)cc2)CC1, CCCCCC, NN, O. Yields the product O=C(NC(CS)Cc1ccccc1)N1CCN(c2ccc(Cl)cc2)CC1. As a reaction SMILES: [C:1](=[O:2])([S:3][CH2:4][CH:5]([CH2:6][c:7]1[cH:8][cH:9][cH:10][cH:11][cH:12]1)[NH:13][C:14](=[O:15])[N:16]1[CH2:17][CH2:18][N:19]([c:22]2[cH:23][cH:24][c:25]([Cl:28])[cH:26][cH:27]2)[CH2:20][CH2:21]1)[CH3:29].[CH3:33][CH2:34][CH2:35][CH2:36][CH2:37][CH3:38].[NH2:31][NH2:32].[OH2:30]>>[SH:3][CH2:4][CH:5]([CH2:6][c:7]1[cH:8][cH:9][cH:10][cH:11][cH:12]1)[NH:13][C:14](=[O:15])[N:16]1[CH2:17][CH2:18][N:19]([c:22]2[cH:23][cH:24][c:25]([Cl:28])[cH:26][cH:27]2)[CH2:20][CH2:21]1. Starting materials: C1(=CC=C(C=C1)S(=O)(=O)O)C (p-toluene sulphonic acid), COC(=O)C=1C=C(C2=C(S(CC3=C(O2)C(=CC(=C3)N(CCO)CCO)Cl)(=O)=O)C1)C (2-[Bis-(2-hydroxy-ethyl)-amino]-4-chloro-6-methyl-10,10-dioxo-10,11-dihydro-5-oxa-10lambda*6*-thia-dibenzo[a,d]cycloheptene-8-carboxylic acid methyl ester), C([O-])(O)=O.[Na+] (sodium bicarbonate). Run in O (water), C=1(C(=CC=CC1)C)C (xylene). Yields the product COC(=O)C=1C=C(C2=C(S(CC3=C(O2)C(=CC(=C3)N3CCOCC3)Cl)(=O)=O)C1)C (4-Chloro-6-methyl-2-morpholin-4-yl-10,10-dioxo-10,11-dihydro-5-oxa-10lambda*6*-thia-dibenzo[a,d]cycloheptene-8-carboxylic acid methyl ester). Reaction SMILES: C1(C)C=CC(S(O)(=O)=O)=CC=1.[CH3:12][O:13][C:14]([C:16]1[CH:17]=[C:18]([CH3:41])[C:19]2[O:25][C:24]3[C:26]([Cl:37])=[CH:27][C:28]([N:30]([CH2:34][CH2:35][OH:36])[CH2:31][CH2:32]O)=[CH:29][C:23]=3[CH2:22][S:21](=[O:39])(=[O:38])[C:20]=2[CH:40]=1)=[O:15].C(=O)(O)[O-].[Na+]>C1(C)C(C)=CC=CC=1.O>[CH3:12][O:13][C:14]([C:16]1[CH:17]=[C:18]([CH3:41])[C:19]2[O:25][C:24]3[C:26]([Cl:37])=[CH:27][C:28]([N:30]4[CH2:31][CH2:32][O:36][CH2:35][CH2:34]4)=[CH:29][C:23]=3[CH2:22][S:21](=[O:38])(=[O:39])[C:20]=2[CH:40]=1)=[O:15] |f:2.3|. Reported procedure: Catalytic amount of p-toluene sulphonic acid (PTSA) was added to a stirred solution of compound of Example 13 (1 g, 2.19 mmol) in xylene (50 mL). Reaction mixture was refluxed in Dean-Stark apparatus for 6 h and xylene was removed by distillation. Reaction mixture was diluted with 50 mL water, neutralized using 10% sodium bicarbonate solution and extracted using ethyl acetate (3×50 mL), washed with brine (2×10 mL), dried on sodium sulphate. The crude product obtained was purified by column chrom...